From a dataset of the Open Reaction Database (ORD), a public repository of structured organic reaction records. describe an organic reaction: reactants, conditions, products, and yield The reactants are Cc1nc(Cl)nc(Cl)c1Br, C1CCOC1, [H-], [Na+], OC1COC1. Product: Cc1nc(Cl)nc(OC2COC2)c1Br. RXN SMILES: [Br:8][c:9]1[c:10]([Cl:17])[n:11][c:12]([Cl:16])[n:13][c:14]1[CH3:15].[CH2:18]1[O:19][CH2:20][CH2:21][CH2:22]1.[H-:7].[Na+:6].[O:1]1[CH2:2][CH:3]([OH:5])[CH2:4]1>>[O:1]1[CH2:2][CH:3]([O:5][c:10]2[c:9]([Br:8])[c:14]([CH3:15])[n:13][c:12]([Cl:16])[n:11]2)[CH2:4]1.